This data is from the Open Reaction Database (ORD), a public repository of structured organic reaction records. The task is: describe an organic reaction: reactants, conditions, products, and yield Reactants: C([O-])(O)=O.[Na+] (sodium bicarbonate), C(C)SC1=C(C=CC=C1)C=1NC(C2=C(N1)N=CC(=C2)C(F)(F)F)=O (2-(2-ethylsulfanylphenyl)-6-trifluoromethyl-3H-pyrido[2,3-d]pyrimidin-4-one), P(=O)(Cl)(Cl)Cl (phosphorus oxychloride), C(C)(C)N(C(C)C)CC (N,N-diisopropylethylamine). Solvent: C1(=CC=CC=C1)C (toluene). Reaction conditions: temperature 100 celsius, time 5 hour. Yields the product ClC=1C2=C(N=C(N1)C1=C(C=CC=C1)SCC)N=CC(=C2)C(F)(F)F (4-chloro-2-(2-ethylsulfanylphenyl)-6-trifluoromethylpyrido[2,3-d]pyrimidine). RXN SMILES: [CH2:1]([S:3][C:4]1[CH:9]=[CH:8][CH:7]=[CH:6][C:5]=1[C:10]1[NH:11][C:12](=O)[C:13]2[CH:19]=[C:18]([C:20]([F:23])([F:22])[F:21])[CH:17]=[N:16][C:14]=2[N:15]=1)[CH3:2].P(Cl)(Cl)([Cl:27])=O.C(N(CC)C(C)C)(C)C.C(=O)(O)[O-].[Na+]>C1(C)C=CC=CC=1>[Cl:27][C:12]1[C:13]2[CH:19]=[C:18]([C:20]([F:23])([F:22])[F:21])[CH:17]=[N:16][C:14]=2[N:15]=[C:10]([C:5]2[CH:6]=[CH:7][CH:8]=[CH:9][C:4]=2[S:3][CH2:1][CH3:2])[N:11]=1 |f:3.4|. Procedure: A mixture of 970 mg of 2-(2-ethylsulfanylphenyl)-6-trifluoromethyl-3H-pyrido[2,3-d]pyrimidin-4-one, 0.39 ml of phosphorus oxychloride, 428 mg of N,N-diisopropylethylamine and 20 ml of toluene was stirred at 100° C. for 5 hours. A saturated aqueous sodium bicarbonate solution was added to the cooled reaction mixture, and the mixture was extracted with t-butyl methyl ether. The organic layer was washed with water and dried over anhydrous magnesium sulfate, and then concentrated under reduced press... Reactants: IN1C(CCC1=O)=O (N-Iodosuccinimide), C1(CCC1)C1=C(C(=O)OC)C=CC(=C1)C (methyl 2-cyclobutyl-4-methylbenzoate), CO (MeOH). Solvent: S(O)(O)(=O)=O (sulfuric acid). Conditions: temperature 0 celsius, time 2 hour. The product is C1(CCC1)C1=C(C(=O)OC)C=C(C(=C1)C)I (Methyl 2-cyclobutyl-5-iodo-4-methylbenzoate). RXN SMILES: [I:1]N1C(=O)CCC1=O.[CH:9]1([C:13]2[CH:22]=[C:21]([CH3:23])[CH:20]=[CH:19][C:14]=2[C:15]([O:17][CH3:18])=[O:16])[CH2:12][CH2:11][CH2:10]1.CO>S(=O)(=O)(O)O>[CH:9]1([C:13]2[CH:22]=[C:21]([CH3:23])[C:20]([I:1])=[CH:19][C:14]=2[C:15]([O:17][CH3:18])=[O:16])[CH2:12][CH2:11][CH2:10]1. Reported procedure: N-Iodosuccinimide (5.25 g, 23.3 mmol) was added portionwise to a solution of methyl 2-cyclobutyl-4-methylbenzoate (219.2, 4.77 g, 23.3 mmol) in concentrated sulfuric acid (100 ml) at 0° C. The mixture turned very thick after it was stirred at 0° C. for 30 min and at RT for 2 hours. The mixture was cooled to 0° C. again and MeOH (100 ml) was added. The mixture was heated at 60° C. for 2 hours. The methanol was removed under reduced pressure and the residue was poured into ice water (200 ml). The ... The reactants are CN1C(=NC=C(C1=O)C1=NC(=C(C=C1)OC1=CC(=NC=C1)C=1C=NN(C1)C)C)SC (3-methyl-5-(6-methyl-5-((2-(1-methyl-1H-pyrazol-4-yl)pyridin-4-yl)oxy)pyridin-2-yl)-2-(methylthio)pyrimidin-4(3H)-one), C(C)(C)N (isopropyl amine). Product: C(C)(C)NC1=NC=C(C(N1C)=O)C1=NC(=C(C=C1)OC1=CC(=NC=C1)C=1C=NN(C1)C)C (2-(isopropylamino)-3-methyl-5-(6-methyl-5-((2-(1-methyl-1H-pyrazol-4-yl)pyridin-4-yl)oxy)pyridin-2-yl)pyrimidin-4(3H)-one). Yield: 61.8%. As a reaction SMILES: [CH3:1][N:2]1[C:7](=[O:8])[C:6]([C:9]2[CH:14]=[CH:13][C:12]([O:15][C:16]3[CH:21]=[CH:20][N:19]=[C:18]([C:22]4[CH:23]=[N:24][N:25]([CH3:27])[CH:26]=4)[CH:17]=3)=[C:11]([CH3:28])[N:10]=2)=[CH:5][N:4]=[C:3]1SC.[CH:31]([NH2:34])([CH3:33])[CH3:32]>>[CH:31]([NH:34][C:3]1[N:2]([CH3:1])[C:7](=[O:8])[C:6]([C:9]2[CH:14]=[CH:13][C:12]([O:15][C:16]3[CH:21]=[CH:20][N:19]=[C:18]([C:22]4[CH:23]=[N:24][N:25]([CH3:27])[CH:26]=4)[CH:17]=3)=[C:11]([CH3:28])[N:10]=2)=[CH:5][N:4]=1)([CH3:33])[CH3:32]. Procedure: A mixture of Example C3 (0.14 g, 0.33 mmol) and isopropyl amine (3 mL, 35.0 mmol) was heated at 100° C. for 2 days in a sealed tube. The mixture was cooled to RT, the solid removed via filtration and the filtrate concentrated to dryness and purified via silica gel chromatography to obtain 2-(isopropylamino)-3-methyl-5-(6-methyl-5-((2-(1-methyl-1H-pyrazol-4-yl)pyridin-4-yl)oxy)pyridin-2-yl)pyrimidin-4(3H)-one (88 mg, 59%). 1H NMR (400 MHz, DMSO-d6): δ 8.68 (s, 1H), 8.36 (d, J=5.7 Hz, 1H), 8.28 (d... Starting materials: OC(COC1=CC=C(NC2=NC=C(C(=N2)N2C=CC3=CC=CC=C23)C)C=C1)CN(C)C (2-{4-[2-Hydroxy-3-(N,N-dimethylamino)propoxy]anilino}-4-(indol-1-yl)-5-methylpyrimidine), OC(COC1=CC=C(NC2=NC=CC(=N2)N2CCC3=CC=CC=C23)C=C1)CN(C)C (2-{4-[2-Hydroxy-3-(N,N-dimethylamino)propoxy]anilino}-4-(indolin-1-yl)pyrimidine), C([O-])(O)=O.[Na+] (Sodium bicarbonate). Solvent: CN1CCCC1=O (NMP). Yields the product OC(COC1=CC=C(NC2=CC(=NC=N2)N2CCC3=CC=CC=C23)C=C1)CN(C)C (6-{4-[2-Hydroxy-3-(N,N-dimethylamino)propoxy]anilino}-4-(indolin-1-yl)pyrimidine). The yield is 32.9%. As a reaction SMILES: OC(CN(C)C)COC1C=CC(N[C:10]2[N:15]=[C:14]([N:16]3[C:24]4[C:19](=[CH:20][CH:21]=[CH:22][CH:23]=4)[CH:18]=[CH:17]3)[C:13](C)=[CH:12][N:11]=2)=CC=1.[OH:32][CH:33]([CH2:58][N:59]([CH3:61])[CH3:60])[CH2:34][O:35][C:36]1[CH:57]=[CH:56][C:39]([NH:40]C2N=C(N3C4C(=CC=CC=4)CC3)C=CN=2)=[CH:38][CH:37]=1.C(=O)(O)[O-].[Na+]>CN1C(=O)CCC1>[OH:32][CH:33]([CH2:58][N:59]([CH3:61])[CH3:60])[CH2:34][O:35][C:36]1[CH:57]=[CH:56][C:39]([NH:40][C:12]2[N:11]=[CH:10][N:15]=[C:14]([N:16]3[C:24]4[C:19](=[CH:20][CH:21]=[CH:22][CH:23]=4)[CH2:18][CH2:17]3)[CH:13]=2)=[CH:38][CH:37]=1 |f:2.3|. Procedure: A solution of 4-chloro-6-(indolin-1-yl)pyrimidine (Method 15, 220 mg, 0.95 mmol) and 4-[2-hydroxy-3-(N,N-dimethylamino)propoxy]aniline hydrochloride (Method 1, 229 mg, 0.81 mmol) in NMP (5 ml) was heated to 150° C. for 1 hour. Sodium bicarbonate solution (20 ml) was added and the mixture was extracted with ethyl acetate (20 ml). The extracts were washed with water (2×10 ml) and dried. Silica (1 g) was added and volatile material removed by evaporation. The residue was purified by column chromato... Starting materials: O.N (ammonia water), ClC1=CC=CC2=C1CCC1=C(S2)C=CC(=C1)OCC (9-chloro-10,11-dihydro-2-ethoxydibenzo[b,f]thiepin), [Cu](C#N)C#N (copper cyanide), [Cl-].[Ca+2].[Cl-] (calcium chloride). The reagents and catalysts are S(=O)(=O)([O-])[O-].[Cu+2] (copper sulfate). Solvent: O (water), CN1C(CCC1)=O (N-methylpyrrolidone). Reaction conditions: time 15 hour. Yields the product C(#N)C1=CC=CC2=C1CCC1=C(S2)C=CC(=C1)OCC (9-cyano-10,11-dihydro-2-ethoxydibenzo[b,f]thiepin). Yield: 29.8%. RXN SMILES: Cl[C:2]1[C:7]2[CH2:8][CH2:9][C:10]3[CH:16]=[C:15]([O:17][CH2:18][CH3:19])[CH:14]=[CH:13][C:11]=3[S:12][C:6]=2[CH:5]=[CH:4][CH:3]=1.[Cu](C#N)[C:21]#[N:22].[Cl-].[Ca+2].[Cl-].O.N>S([O-])([O-])(=O)=O.[Cu+2].O.CN1CCCC1=O>[C:21]([C:2]1[C:7]2[CH2:8][CH2:9][C:10]3[CH:16]=[C:15]([O:17][CH2:18][CH3:19])[CH:14]=[CH:13][C:11]=3[S:12][C:6]=2[CH:5]=[CH:4][CH:3]=1)#[N:22] |f:2.3.4,5.6,7.8|. Reported procedure: The mixture of 520 mg of 9-chloro-10,11-dihydro-2-ethoxydibenzo[b,f]thiepin, 0.1 g of copper sulfate, 1 g of copper cyanide and 20 ml of N-methylpyrrolidone was refluxed with stirring for 15 hrs., while preventing the moisture with calcium chloride. After cooling, to this was added 20 ml of conc. ammonia water and 100 ml of water, and the mixture was extracted. The extract was washed with water, dried over anhydrous potassium carbonate and, the solvent was evaporated to obtain the residue. This ... Starting materials: [OH-].[Na+] (Sodium hydroxide), C(Cl)(Cl)Cl (Chloroform), C(C)(C)(C)C1=CC(=C(C=C1)O)C1(CCCCC1)C (4-t-butyl-2-(1-methylcyclohexyl)phenol), Cl (hydrochloric acid), C1(=CC=CC=C1)O (phenol). The solvent is O (water), O (water), C(C)O (ethanol). Run at time 1 hour. The product is C(C)(C)(C)C1=CC(=C(C(C=O)=C1)O)C1(CCCCC1)C (5-t-butyl-3-(1-methylcyclohexyl)salicylaldehyde). The yield is 30.0%. RXN SMILES: [C:1]([C:5]1[CH:10]=[CH:9][C:8]([OH:11])=[C:7]([C:12]2([CH3:18])[CH2:17][CH2:16][CH2:15][CH2:14][CH2:13]2)[CH:6]=1)([CH3:4])([CH3:3])[CH3:2].[OH-].[Na+].[C:21]1([OH:27])C=CC=CC=1.C(Cl)(Cl)Cl.Cl>C(O)C.O>[C:1]([C:5]1[CH:10]=[C:9]([CH:21]=[O:27])[C:8]([OH:11])=[C:7]([C:12]2([CH3:18])[CH2:17][CH2:16][CH2:15][CH2:14][CH2:13]2)[CH:6]=1)([CH3:4])([CH3:2])[CH3:3] |f:1.2|. Reported procedure: 4-t-butyl-2-(1-methylcyclohexyl)phenol (7.0 g, 0.028 mole) was dissolved in 10 ml of absolute ethanol in a 100 ml round bottom flask equipped with a water-cooled condenser. Sodium hydroxide (11.4 g, 0.28 mole) was dissolved in 10 ml water and added while still hot to the solution of phenol. Chloroform (6.8 g, 0.057 mole) was added in 2 to 3 ml portions over a 10-minute period. The resulting brown mixture was stirred for 1 hour while it cooled to ambient temperature. The mixture was added to 25 m...